This data is from the Open Reaction Database (ORD), a public repository of structured organic reaction records. The task is: describe an organic reaction: reactants, conditions, products, and yield The reactants are CO[C@@H](C(=O)N1CC=2N(N=C(C2C1)NC(C1=CC=C(C=C1)N1CCN(CC1)C)=O)C(=O)OCC)C1=CC=CC=C1 (ethyl 5-[(2R)-2-methoxy-2-phenylethanoyl]-3-{[4-(4-methylpiperazin-1-yl)benzoyl]amino}-5,6-dihydropyrrolo[3,4-c]pyrazole-1(4H)-carboxylate). Solvent: CO (methanol), C(C)N(CC)CC (triethylamine). The product is CO[C@@H](C(=O)N1CC=2NN=C(C2C1)NC(C1=CC=C(C=C1)N1CCN(CC1)C)=O)C1=CC=CC=C1 (N-{5-[(2R)-2-methoxy-2-phenylethanoyl]-1,4,5,6-tetrahydropyrrolo[3,4-c]pyrazol-3-yl}-4-(4-methylpiperazin-1-yl)benzamide). Isolated yield 46.8%. As a reaction SMILES: [CH3:1][O:2][C@H:3]([C:35]1[CH:40]=[CH:39][CH:38]=[CH:37][CH:36]=1)[C:4]([N:6]1[CH2:13][C:12]2[C:11]([NH:14][C:15](=[O:29])[C:16]3[CH:21]=[CH:20][C:19]([N:22]4[CH2:27][CH2:26][N:25]([CH3:28])[CH2:24][CH2:23]4)=[CH:18][CH:17]=3)=[N:10][N:9](C(OCC)=O)[C:8]=2[CH2:7]1)=[O:5]>CO.C(N(CC)CC)C>[CH3:1][O:2][C@H:3]([C:35]1[CH:36]=[CH:37][CH:38]=[CH:39][CH:40]=1)[C:4]([N:6]1[CH2:13][C:12]2[C:11]([NH:14][C:15](=[O:29])[C:16]3[CH:17]=[CH:18][C:19]([N:22]4[CH2:27][CH2:26][N:25]([CH3:28])[CH2:24][CH2:23]4)=[CH:20][CH:21]=3)=[N:10][NH:9][C:8]=2[CH2:7]1)=[O:5]. Procedure details: A solution of ethyl 5-[(2R)-2-methoxy-2-phenylethanoyl]-3-{[4-(4-methylpiperazin-1-yl)benzoyl]amino}-5,6-dihydropyrrolo[3,4-c]pyrazole-1(4H)-carboxylate (3.94 g, 7.2 mmol) in methanol (MeOH, 130 ml) and triethylamine (Et3N, 13 ml) was stirred at room temperature for 16 hours (some precipitation occurred). The solid was separated and washed with Et2O, to give 1.6 g of the title compound. Solution was evaporated up to few milliliters, and a second fraction of solid product was separated (1.62 g). ... The reactants are CC=O, Cc1nsc(NC(=O)c2nc(Sc3nncn3C)ccc2Sc2ccc(OC3CNC3)cc2)n1. Yields the product CCN1CC(Oc2ccc(Sc3ccc(Sc4nncn4C)nc3C(=O)Nc3nc(C)ns3)cc2)C1. Reaction SMILES: [CH:35]([CH3:36])=[O:37].[NH:1]1[CH2:2][CH:3]([O:5][c:6]2[cH:7][cH:8][c:9]([S:12][c:13]3[c:14]([C:26](=[O:27])[NH:28][c:29]4[n:30][c:31]([CH3:34])[n:32][s:33]4)[n:15][c:16]([S:19][c:20]4[n:21][n:22][cH:23][n:24]4[CH3:25])[cH:17][cH:18]3)[cH:10][cH:11]2)[CH2:4]1>>[N:1]1([CH2:35][CH3:36])[CH2:2][CH:3]([O:5][c:6]2[cH:7][cH:8][c:9]([S:12][c:13]3[c:14]([C:26](=[O:27])[NH:28][c:29]4[n:30][c:31]([CH3:34])[n:32][s:33]4)[n:15][c:16]([S:19][c:20]4[n:21][n:22][cH:23][n:24]4[CH3:25])[cH:17][cH:18]3)[cH:10][cH:11]2)[CH2:4]1. Product: C12C=CC(C(C1)S(=O)(=O)OC)O2 (methyl 7-oxabicyclo[2.2.1]hept-2-ene-5-sulfonate). Reactants: C(=C)S(=O)(=O)OC (methyl vinylsulfonate), O1C=CC=C1 (furan), resultant mixture. Procedure details: To a four-necked flask having a capacity of 300 mL and equipped with a stirrer, a dropping funnel, and a thermometer, 150 g (2.20 mol) of furan and 15.0 g of zinc iodide were added, and 41.5 g (0.34 mol) of methyl vinylsulfonate was added to the flask from the dropping funnel at 25 to 27° C. The resultant mixture was continuously stirred at the same temperature for 2 days, and then the resultant reaction mixture was transferred to a 1 L separatory funnel. The reaction mixture was washed twice wi... Isolated yield 34.0%. Reagents/catalysts: [I-].[Zn+2].[I-] (zinc iodide). RXN SMILES: [O:1]1[CH:5]=[CH:4][CH:3]=[CH:2]1.[CH:6]([S:8]([O:11][CH3:12])(=[O:10])=[O:9])=[CH2:7]>[I-].[Zn+2].[I-]>[CH:5]12[O:1][CH:2]([CH:6]([S:8]([O:11][CH3:12])(=[O:10])=[O:9])[CH2:7]1)[CH:3]=[CH:4]2 |f:2.3.4|. Yields the product CC(C)C[C@@H](CC(=O)O)CN ((S)-Pregabalin). The reactants are [OH-].[K+] (Potassium hydroxide), Cl (hydrochloric acid), C(C(O)C(O)C(=O)[O-])(=O)[O-] (tartarate), NCC(CC(=O)N(CC)CC)CC(C)C (3-aminomethyl N,N-diethyl-5-methyl hexanamide), [OH-].[Na+] (sodium hydroxide). Run at temperature 22.5 celsius, time 12.5 minute. As a reaction SMILES: C([O-])(=O)C(C(C([O-])=O)O)[OH:3].[NH2:11][CH2:12][CH:13]([CH2:22][CH:23]([CH3:25])[CH3:24])[CH2:14][C:15](N(CC)CC)=[O:16].[OH-].[Na+].[OH-].[K+].Cl>O.ClCCl>[CH3:24][CH:23]([CH2:22][C@H:13]([CH2:12][NH2:11])[CH2:14][C:15]([OH:16])=[O:3])[CH3:25] |f:2.3,4.5|. Solvent: ClCCl (dichloromethane), O (water), O (water). Procedure details: The tartarate salt of 3-aminomethyl N,N-diethyl-5-methyl hexanamide (10 grams) was dissolved in water (15 ml) and dichloromethane (25 ml) was added to it. The pH of reaction mixture was adjusted to 9-10 by addition of sodium hydroxide solution (3.0 gm NaOH in 3.0 ml of water) and stirred for 10-15 min at 20-25° C. The aqueous and organic layers were separated. The aqueous layer was extracted with dichloromethane. The aqueous layer was taken up for recovery of tartaric acid. The solvent was disti... Reported procedure: To a solution of 2.95 gm of BOC-D-Trp-Lys(CBZ)-OtBu (4.7 mmol) in 200 mL of methylene chloride was added 10 mL of trifluoroacetic acid. The reaction (see Scheme 1A, for reaction of 3→2) was stirred for 2 hr, and the solvent was rapidly removed under reduced pressure at less than 35 C. The oil was partitioned between 300 mL of methylene chloride and 100 mL of 50% saturated aqueous sodium bicarbonate solution. The layers were separated, the organic layer was washed with 100 mL of saturated brine, ... Solvent: C(Cl)Cl (methylene chloride). Yields the product N[C@H](CC1=CNC2=CC=CC=C12)C(=O)N[C@@H](CCCCNC(=O)OCC1=CC=CC=C1)C(=O)OC(C)(C)C (D-Trp-Lys(CBZ)-OtBu). Reaction SMILES: [NH:1](C(OC(C)(C)C)=O)[C@@H:2]([C:13]([NH:15][C@H:16]([C:32]([O:34][C:35]([CH3:38])([CH3:37])[CH3:36])=[O:33])[CH2:17][CH2:18][CH2:19][CH2:20][NH:21][C:22]([O:24][CH2:25][C:26]1[CH:31]=[CH:30][CH:29]=[CH:28][CH:27]=1)=[O:23])=[O:14])[CH2:3][C:4]1[C:12]2[C:7](=[CH:8][CH:9]=[CH:10][CH:11]=2)[NH:6][CH:5]=1.FC(F)(F)C(O)=O>C(Cl)Cl>[NH2:1][C@@H:2]([C:13]([NH:15][C@H:16]([C:32]([O:34][C:35]([CH3:38])([CH3:37])[CH3:36])=[O:33])[CH2:17][CH2:18][CH2:19][CH2:20][NH:21][C:22]([O:24][CH2:25][C:26]1[CH:31]=[CH:30][CH:29]=[CH:28][CH:27]=1)=[O:23])=[O:14])[CH2:3][C:4]1[C:12]2[C:7](=[CH:8][CH:9]=[CH:10][CH:11]=2)[NH:6][CH:5]=1. The yield is 101.8%. Run at time 2 hour. Starting materials: N([C@H](CC1=CNC2=CC=CC=C12)C(=O)N[C@@H](CCCCNC(=O)OCC1=CC=CC=C1)C(=O)OC(C)(C)C)C(=O)OC(C)(C)C (BOC-D-Trp-Lys(CBZ)-OtBu), FC(C(=O)O)(F)F (trifluoroacetic acid). Reactants: N1(CCCC1)C1=NC=2N(C(=C1)NC1CCOCC1)N=C(C2)C(=O)OCC (ethyl 5-pyrrolidin-1-yl-7-(tetrahydro-2H-pyran-4-ylamino)pyrazolo[1,5-a]pyrimidine-2-carboxylate), [OH-].[Na+] (sodium hydroxide), Cl (hydrochloric acid). The solvent is C(C)O (ethanol), O1CCCC1 (tetrahydrofuran). The product is N1(CCCC1)C1=NC=2N(C(=C1)NC1CCOCC1)N=C(C2)C(=O)O (5-pyrrolidin-1-yl-7-(tetrahydro-2H-pyran-4-ylamino)pyrazolo[1,5-a]pyrimidine-2-carboxylic acid). Reaction SMILES: [N:1]1([C:6]2[CH:11]=[C:10]([NH:12][CH:13]3[CH2:18][CH2:17][O:16][CH2:15][CH2:14]3)[N:9]3[N:19]=[C:20]([C:22]([O:24]CC)=[O:23])[CH:21]=[C:8]3[N:7]=2)[CH2:5][CH2:4][CH2:3][CH2:2]1.[OH-].[Na+].Cl>C(O)C.O1CCCC1>[N:1]1([C:6]2[CH:11]=[C:10]([NH:12][CH:13]3[CH2:14][CH2:15][O:16][CH2:17][CH2:18]3)[N:9]3[N:19]=[C:20]([C:22]([OH:24])=[O:23])[CH:21]=[C:8]3[N:7]=2)[CH2:5][CH2:4][CH2:3][CH2:2]1 |f:1.2|. Procedure details: To a solution of ethyl 5-pyrrolidin-1-yl-7-(tetrahydro-2H-pyran-4-ylamino)pyrazolo[1,5-a]pyrimidine-2-carboxylate (1.89 g, 5.26 mmol) in ethanol (25 mL) and tetrahydrofuran (25 mL) was added 1N aqueous sodium hydroxide (10.5 mL, 10.5 mmol) at room temperature. After being stirred for 23 h at same temperature, 6N aqueous hydrochloric acid (1.75 mL, 3.50 mmol), and then the reaction mixture was concentrated in vacuo. The residue was triturated with diisopropyl ether to give 5-pyrrolidin-1-yl-7-(te... The reactants are BrC=1C=CC(=NC1)C(C)=O (1-(5-bromopyridin-2-yl)ethanone), [BH4-].[Na+] (sodium borohydride), Cl (hydrochloric acid), O (water). Solvent: C(C)O (ethanol). Reaction conditions: time 2 hour. The product is BrC=1C=CC(=NC1)C(C)O (1-(5-bromopyridin-2-yl)ethanol). The yield is 59.4%. As a reaction SMILES: [Br:1][C:2]1[CH:3]=[CH:4][C:5]([C:8](=[O:10])[CH3:9])=[N:6][CH:7]=1.[BH4-].[Na+].O.Cl>C(O)C>[Br:1][C:2]1[CH:3]=[CH:4][C:5]([CH:8]([OH:10])[CH3:9])=[N:6][CH:7]=1 |f:1.2|. Procedure details: To a solution of 1-(5-bromopyridin-2-yl)ethanone (5 g, 25 mmol) in anhydrous ethanol (100 mL) was added sodium borohydride (2.85 g, 75 mmol) at room temperature. After 2 hours, water (10 mL) was added to quench the reaction at 0° C. and then saturated hydrochloric acid aqueous (10 mL) was added the mixture to adjust pH to 7. The mixture was extracted with ethyl acetate (50 mL). The crude product was purified by column chromatography (petroleum ether/ethyl acetate=1:1) to give 1-(5-bromopyridin-2...